Task: describe an organic reaction: reactants, conditions, products, and yield. Dataset: the Open Reaction Database (ORD), a public repository of structured organic reaction records Starting materials: CC(C)(C#N)c1cccc(OCc2ccccc2)c1, CC(C)C[Al+]CC(C)C, CCCCCC, [H-], C1CCOC1. Product: CC(C)(C=O)c1cccc(OCc2ccccc2)c1. As a reaction SMILES: [CH2:1]([c:2]1[cH:3][cH:4][cH:5][cH:6][cH:7]1)[O:8][c:9]1[cH:10][c:11]([C:15]([C:16]#[N:17])([CH3:18])[CH3:19])[cH:12][cH:13][cH:14]1.[CH2:21]([Al+:22][CH2:23][CH:24]([CH3:25])[CH3:26])[CH:27]([CH3:28])[CH3:29].[CH3:35][CH2:36][CH2:37][CH2:38][CH2:39][CH3:40].[H-:20].[O:30]1[CH2:31][CH2:32][CH2:33][CH2:34]1>>[CH2:1]([c:2]1[cH:3][cH:4][cH:5][cH:6][cH:7]1)[O:8][c:9]1[cH:10][c:11]([C:15]([CH:16]=[O:30])([CH3:18])[CH3:19])[cH:12][cH:13][cH:14]1. Starting materials: Nc1ccc(Br)c2snnc12, C1CCOC1, O=C1CCC(=O)N1I. The product is Nc1c(I)cc(Br)c2snnc12. RXN SMILES: [Br:1][c:2]1[cH:3][cH:4][c:5]([NH2:11])[c:6]2[n:7][n:8][s:9][c:10]12.[CH2:20]1[O:21][CH2:22][CH2:23][CH2:24]1.[O:12]=[C:13]1[N:14]([I:19])[C:15](=[O:16])[CH2:17][CH2:18]1>>[Br:1][c:2]1[cH:3][c:4]([I:19])[c:5]([NH2:11])[c:6]2[n:7][n:8][s:9][c:10]12. Starting materials: O=C1CCC(=O)N1Br, O=C([O-])O, OCc1ccnc(Cl)c1, [Na+], [Na+], [Na+], O=C([O-])[O-], c1ccccc1. Product: O=Cc1ccnc(Cl)c1. As a reaction SMILES: [Br:10][N:11]1[C:12](=[O:13])[CH2:14][CH2:15][C:16]1=[O:17].[C:24](=[O:25])([O-:26])[OH:27].[Cl:1][c:2]1[n:3][cH:4][cH:5][c:6]([CH2:8][OH:9])[cH:7]1.[Na+:18].[Na+:19].[Na+:28].[O-:20][C:21](=[O:22])[O-:23].[cH:29]1[cH:30][cH:31][cH:32][cH:33][cH:34]1>>[Cl:1][c:2]1[n:3][cH:4][cH:5][c:6]([CH:8]=[O:9])[cH:7]1. The reactants are [Al+3], CCOCC, [H-], [H-], [H-], [H-], [Li+], [Na+], C1CCOC1, [OH-], COc1cccc(C2CCCN(C(=O)CCc3ccccc3)C2)c1. The product is COc1cccc(C2CCCN(CCCc3ccccc3)C2)c1. As a reaction SMILES: [Al+3:26].[CH3:33][CH2:34][O:35][CH2:36][CH3:37].[H-:25].[H-:28].[H-:29].[H-:30].[Li+:27].[Na+:32].[O:38]1[CH2:39][CH2:40][CH2:41][CH2:42]1.[OH-:31].[c:1]1([CH2:7][CH2:8][C:9](=[O:10])[N:11]2[CH2:12][CH:13]([c:17]3[cH:18][c:19]([O:23][CH3:24])[cH:20][cH:21][cH:22]3)[CH2:14][CH2:15][CH2:16]2)[cH:2][cH:3][cH:4][cH:5][cH:6]1>>[c:1]1([CH2:7][CH2:8][CH2:9][N:11]2[CH2:12][CH:13]([c:17]3[cH:18][c:19]([O:23][CH3:24])[cH:20][cH:21][cH:22]3)[CH2:14][CH2:15][CH2:16]2)[cH:2][cH:3][cH:4][cH:5][cH:6]1. Starting materials: ClC1=C2C3=CC(CCC3(CC2=CC(=C1Cl)OCC(=O)OC(C)(C)C)CC)=O (tert.-butyl [(5,6-dichloro-9a-ethyl-3-oxo-1,2,9,9a-tetrahydro-3H-fluoren-7-yl)oxy]acetate), ClC1=C2C3=CC(CCC3(CC2=CC(=C1Cl)OCC(=O)OC(C)(C)C)CCC)=O (tert.-butyl [(5,6-dichloro-3-oxo-9a-propyl-1,2,9,9a-tetrahydro-3H-fluoren-7-yl)oxy]acetate). The product is ClC1=C2C3=CC(CCC3(CC2=CC(=C1Cl)OCC(=O)O)CCC)=O ([(5,6-dichloro-3-oxo-9a-propyl-1,2,9,9a-tetrahydro-3H-fluoren-7-yl)oxy]acetic acid). As a reaction SMILES: ClC1C(Cl)=C(OCC(OC(C)(C)C)=O)C=C2C=1C1C(CC)(C2)CCC(=O)C=1.[Cl:28][C:29]1[C:41]([Cl:42])=[C:40]([O:43][CH2:44][C:45]([O:47]C(C)(C)C)=[O:46])[CH:39]=[C:38]2[C:30]=1[C:31]1[C:36]([CH2:52][CH2:53][CH3:54])([CH2:37]2)[CH2:35][CH2:34][C:33](=[O:55])[CH:32]=1>>[Cl:28][C:29]1[C:41]([Cl:42])=[C:40]([O:43][CH2:44][C:45]([OH:47])=[O:46])[CH:39]=[C:38]2[C:30]=1[C:31]1[C:36]([CH2:52][CH2:53][CH3:54])([CH2:37]2)[CH2:35][CH2:34][C:33](=[O:55])[CH:32]=1. Procedure: Carrying out a reaction as described in Example 53, Step B, except that the tert.-butyl [(5,6-dichloro-9a-ethyl-3-oxo-1,2,9,9a-tetrahydro-3H-fluoren-7-yl)oxy]acetate is replaced by an equimolar amount of tert.-butyl [(5,6-dichloro-3-oxo-9a-propyl-1,2,9,9a-tetrahydro-3H-fluoren-7-yl)oxy]acetate, thereby is obtained [(5,6-dichloro-3-oxo-9a-propyl-1,2,9,9a-tetrahydro-3H-fluoren-7-yl)oxy]acetic acid. Starting materials: BrC1=CC(=C(C=C1)[C@H](C(F)(F)F)OC1=NC(=NC(=C1)Cl)C)N1N=C(C=C1)C ((R)-4-(1-(4-bromo-2-(3-methyl-1H-pyrazol-1-yl)phenyl)-2,2,2-trifluoroethoxy)-6-chloro-2-methylpyrimidine), C1N([C@@H](CC12CCNCC2)C(=O)OCC)C(=O)OCC2=CC=CC=C2 ((S)-2-benzyl 3-ethyl 2,8-diazaspiro[4.5]decane-2,3-dicarboxylate), C(=O)([O-])[O-].[Na+].[Na+] (Na2CO3). Solvent: O1CCOCC1 (dioxane). Reaction conditions: temperature 90 celsius. Product: BrC1=CC(=C(C=C1)[C@H](C(F)(F)F)OC1=CC(=NC(=N1)C)N1CCC2(C[C@H](N(C2)C(=O)OCC2=CC=CC=C2)C(=O)OCC)CC1)N1N=C(C=C1)C ((S)-2-benzyl 3-ethyl 8-(6-((R)-1-(4-bromo-2-(3-methyl-1H-pyrazol-1-yl)phenyl)-2,2,2-trifluoroethoxy)-2-methylpyrimidin-4-yl)-2,8-diazaspiro[4.5]decane-2,3-dicarboxylate). As a reaction SMILES: [Br:1][C:2]1[CH:7]=[CH:6][C:5]([C@@H:8]([O:13][C:14]2[CH:19]=[C:18](Cl)[N:17]=[C:16]([CH3:21])[N:15]=2)[C:9]([F:12])([F:11])[F:10])=[C:4]([N:22]2[CH:26]=[CH:25][C:24]([CH3:27])=[N:23]2)[CH:3]=1.[CH2:28]1[C:32]2([CH2:37][CH2:36][NH:35][CH2:34][CH2:33]2)[CH2:31][C@@H:30]([C:38]([O:40][CH2:41][CH3:42])=[O:39])[N:29]1[C:43]([O:45][CH2:46][C:47]1[CH:52]=[CH:51][CH:50]=[CH:49][CH:48]=1)=[O:44].C([O-])([O-])=O.[Na+].[Na+]>O1CCOCC1>[Br:1][C:2]1[CH:7]=[CH:6][C:5]([C@@H:8]([O:13][C:14]2[N:15]=[C:16]([CH3:21])[N:17]=[C:18]([N:35]3[CH2:34][CH2:33][C:32]4([CH2:28][N:29]([C:43]([O:45][CH2:46][C:47]5[CH:48]=[CH:49][CH:50]=[CH:51][CH:52]=5)=[O:44])[C@H:30]([C:38]([O:40][CH2:41][CH3:42])=[O:39])[CH2:31]4)[CH2:37][CH2:36]3)[CH:19]=2)[C:9]([F:12])([F:11])[F:10])=[C:4]([N:22]2[CH:26]=[CH:25][C:24]([CH3:27])=[N:23]2)[CH:3]=1 |f:2.3.4|. Procedure details: To a solution of (R)-4-(1-(4-bromo-2-(3-methyl-1H-pyrazol-1-yl)phenyl)-2,2,2-trifluoroethoxy)-6-chloro-2-methylpyrimidine (21 g) in dioxane (200 ml) was added (S)-2-benzyl 3-ethyl 2,8-diazaspiro[4.5]decane-2,3-dicarboxylate (15 g) and Na2CO3 (14 g). The reaction was heated to 90° C. for 48 h, then cooled to RT, filtered, and concentrated in vacuo. Purification of the residue on normal phase column chromatography on silica gel (EtOAc/heptane) provided (S)-2-benzyl 3-ethyl 8-(6-((R)-1-(4-bromo-2-(...